Dataset: the Open Reaction Database (ORD), a public repository of structured organic reaction records. Task: describe an organic reaction: reactants, conditions, products, and yield Starting materials: C(C)(C)(C)N1N=C(C=C1C1=CC=C(C=C1)C)CCC=O (3-(1-tert-butyl-5-p-tolyl-1H-pyrazol-3-yl)propanal), [BH-](OC(=O)C)(OC(=O)C)OC(=O)C.[Na+] (NaBH(OAc)3), C1(=CC=CC=C1)N1CCNCC1 (1-phenylpiperazine), CCN(C(C)C)C(C)C (DIPEA). Yields the product C(C)(C)(C)N1N=C(C=C1C1=CC=C(C=C1)C)CCCN1CCN(CC1)C1=CC=CC=C1 (1-(3-(1-tert-butyl-5-p-tolyl-1H-pyrazol-3-yl)propyl)-4-phenylpiperazine). RXN SMILES: [C:1]([N:5]1[C:9]([C:10]2[CH:15]=[CH:14][C:13]([CH3:16])=[CH:12][CH:11]=2)=[CH:8][C:7]([CH2:17][CH2:18][CH:19]=O)=[N:6]1)([CH3:4])([CH3:3])[CH3:2].[C:21]1([N:27]2[CH2:32][CH2:31][NH:30][CH2:29][CH2:28]2)[CH:26]=[CH:25][CH:24]=[CH:23][CH:22]=1.CCN(C(C)C)C(C)C.[BH-](OC(C)=O)(OC(C)=O)OC(C)=O.[Na+]>>[C:1]([N:5]1[C:9]([C:10]2[CH:15]=[CH:14][C:13]([CH3:16])=[CH:12][CH:11]=2)=[CH:8][C:7]([CH2:17][CH2:18][CH2:19][N:30]2[CH2:31][CH2:32][N:27]([C:21]3[CH:26]=[CH:25][CH:24]=[CH:23][CH:22]=3)[CH2:28][CH2:29]2)=[N:6]1)([CH3:4])([CH3:3])[CH3:2] |f:3.4|. Procedure details: 91 mg (90%) of target compound was obtained by using a method same as in Example 1 by using 3-(1-tert-butyl-5-p-tolyl-1H-pyrazol-3-yl)propanal (60 mg, 0.222 mmol), 1-phenylpiperazine (0.033 mL, 0.222 mmol), DIPEA (0.06 mL, 0.333 mmol) and NaBH(OAc)3 (141 mg, 0.666 mmol).